This data is from the Open Reaction Database (ORD), a public repository of structured organic reaction records. The task is: describe an organic reaction: reactants, conditions, products, and yield Reactants: BrC=1C=C(CN2C(N(C(=C(C2C2=CC=C(C=C2)C#N)C(=O)OCC)C)C2=CC(=CC=C2)C(F)(F)F)=O)C=CC1 (Ethyl 3-(3-bromobenzyl)-4-(4-cyanophenyl)-6-methyl-2-oxo-1-[3-(trifluoromethyl)phenyl]-1,2,3,4-tetrahydropyrimidine-5-carboxylate), S1C(=CC=C1)B(O)O (2-thiophen-boronic acid), C([O-])([O-])=O.[Na+].[Na+] (sodium carbonate). Reagents/catalysts: Cl[Pd]([P](C1=CC=CC=C1)(C2=CC=CC=C2)C3=CC=CC=C3)([P](C4=CC=CC=C4)(C5=CC=CC=C5)C6=CC=CC=C6)Cl (bis(triphenylphosphine)palladium(II) chloride), C1=CC=C(C=C1)P(C2=CC=CC=C2)C3=CC=CC=C3.C1=CC=C(C=C1)P(C2=CC=CC=C2)C3=CC=CC=C3.Cl[Pd]Cl (bis(triphenylphosphine)palladium(II)chloride), Cl[Pd]([P](C1=CC=CC=C1)(C2=CC=CC=C2)C3=CC=CC=C3)([P](C4=CC=CC=C4)(C5=CC=CC=C5)C6=CC=CC=C6)Cl (bis(triphenylphosphine)palladium(II) chloride). Solvent: CN(C=O)C (dimethylformamide), CN(C=O)C (dimethylformamide). Reaction conditions: temperature 90 celsius, time 24 hour. The product is C(#N)C1=CC=C(C=C1)C1N(C(N(C(=C1C(=O)OCC)C)C1=CC(=CC=C1)C(F)(F)F)=O)CC1=CC(=CC=C1)C=1SC=CC1 (Ethyl 4-(4-cyanophenyl)-6-methyl-2-oxo-3-[3-(2-thienyl)benzyl]-1-[3-(trifluoromethyl)phenyl]-1,2,3,4-tetrahydropyrimidine-5-carboxylate). RXN SMILES: Br[C:2]1[CH:3]=[C:4]([CH:37]=[CH:38][CH:39]=1)[CH2:5][N:6]1[CH:11]([C:12]2[CH:17]=[CH:16][C:15]([C:18]#[N:19])=[CH:14][CH:13]=2)[C:10]([C:20]([O:22][CH2:23][CH3:24])=[O:21])=[C:9]([CH3:25])[N:8]([C:26]2[CH:31]=[CH:30][CH:29]=[C:28]([C:32]([F:35])([F:34])[F:33])[CH:27]=2)[C:7]1=[O:36].[S:40]1[CH:44]=[CH:43][CH:42]=[C:41]1B(O)O.C(=O)([O-])[O-].[Na+].[Na+]>CN(C)C=O.C1C=CC(P(C2C=CC=CC=2)C2C=CC=CC=2)=CC=1.C1C=CC(P(C2C=CC=CC=2)C2C=CC=CC=2)=CC=1.Cl[Pd]Cl>[C:18]([C:15]1[CH:14]=[CH:13][C:12]([CH:11]2[C:10]([C:20]([O:22][CH2:23][CH3:24])=[O:21])=[C:9]([CH3:25])[N:8]([C:26]3[CH:31]=[CH:30][CH:29]=[C:28]([C:32]([F:33])([F:34])[F:35])[CH:27]=3)[C:7](=[O:36])[N:6]2[CH2:5][C:4]2[CH:37]=[CH:38][CH:39]=[C:2]([C:41]3[S:40][CH:44]=[CH:43][CH:42]=3)[CH:3]=2)=[CH:17][CH:16]=1)#[N:19] |f:2.3.4,6.7.8|. Reported procedure: A solution of ethyl 3-(3-bromobenzyl)-4-(4-cyanophenyl)-6-methyl-2-oxo-1-[3-(trifluoromethyl)phenyl]-1,2,3,4-tetrahydropyrimidin-5-carboxylate (Example 35) (40 mg, 0.07 mmol), 2-thiophen-boronic acid (10.69 mg, 0.08 mmol), 2 M aqueous sodium carbonate (100 μl, 0.2 mmol) and bis(triphenylphosphine)palladium(II)chloride (4.7 mg, 0.01 mmol) in dimethylformamide (2.0 ml) is stirred at 90° C. overnight (16 h). Additional bis(triphenylphosphine)palladium(II) chloride (4.7 mg, 0.01 mmol) is added, and ...